Dataset: the Open Reaction Database (ORD), a public repository of structured organic reaction records. Task: describe an organic reaction: reactants, conditions, products, and yield Reactants: ClC1=CC(=C(N=N1)C(=O)N)NC1=NC(=CC=C1)C (6-Chloro-4-(6-methyl-pyridin-2-ylamino)-pyridazine-3-carboxylic acid amide), C(C)(C)N(C(C)C)CC (N,N-diisopropylethylamine), N[C@H]1[C@H](CCCC1)NC(OC(C)(C)C)=O (tert-butyl (1S,2R)-2-aminocyclohexylcarbamate). Solvent: CN1C(CCC1)=O (N-methylpyrrolidinone). Reaction conditions: temperature 150 celsius. The product is C(C)(C)(C)OC(N[C@@H]1[C@@H](CCCC1)NC=1N=NC(=C(C1)NC1=NC(=CC=C1)C)C(N)=O)=O ({(1S,2R)-2-[6-carbamoyl-5-(6-methyl-pyridin-2-ylamino)-pyridazin-3-ylamino]-cyclohexyl}-carbamic acid tert-butyl ester). Isolated yield 36.1%. RXN SMILES: Cl[C:2]1[N:7]=[N:6][C:5]([C:8]([NH2:10])=[O:9])=[C:4]([NH:11][C:12]2[CH:17]=[CH:16][CH:15]=[C:14]([CH3:18])[N:13]=2)[CH:3]=1.C(N(CC)C(C)C)(C)C.[NH2:28][C@@H:29]1[CH2:34][CH2:33][CH2:32][CH2:31][C@@H:30]1[NH:35][C:36](=[O:42])[O:37][C:38]([CH3:41])([CH3:40])[CH3:39]>CN1CCCC1=O>[C:38]([O:37][C:36](=[O:42])[NH:35][C@H:30]1[CH2:31][CH2:32][CH2:33][CH2:34][C@H:29]1[NH:28][C:2]1[N:7]=[N:6][C:5]([C:8](=[O:9])[NH2:10])=[C:4]([NH:11][C:12]2[CH:17]=[CH:16][CH:15]=[C:14]([CH3:18])[N:13]=2)[CH:3]=1)([CH3:41])([CH3:39])[CH3:40]. Reported procedure: 6-Chloro-4-(6-methyl-pyridin-2-ylamino)-pyridazine-3-carboxylic acid amide (130 mg, 0.49 mmol), N,N-diisopropylethylamine (0.17 mL, 0.986 mmol) and tert-butyl (1S,2R)-2-aminocyclohexylcarbamate (211 mg, 0.986 mmol) were dissolved in N-methylpyrrolidinone (2 mL) and heated at 150° C. for 2 d. The reaction mixture was cooled and concentrated in vacuo, then diluted with water, and extracted with ethyl acetate. The combined organic extracts were washed with brine, dried (sodium sulfate), filtered an... Starting materials: N (ammonia), N (ammonia), N[N+](=O)[O-].N[N+](=O)[O-].[NH4+] (ammonium dinitramide). The product is N[N+](=O)[O-].N[N+](=O)[O-].[NH4+] (ammonium dinitramide), [N+](=O)([O-])[O-].[NH4+] (ammonium nitrate). Reaction SMILES: [NH3:1].[NH2:2][N+:3]([O-:5])=[O:4].[NH2:6][N+:7]([O-:9])=[O:8].[NH4+]>>[NH2:2][N+:3]([O-:5])=[O:4].[NH2:6][N+:7]([O-:9])=[O:8].[NH4+:1].[N+:3]([O-:5])([O-:8])=[O:4].[NH4+:2] |f:1.2.3,4.5.6,7.8|. Procedure details: The process of this invention produces ammonium dinitramide by using a substrate compound that functions as a protected form of ammonia. It allows for introduction of two nitro groups on the ammonia nitrogen (in high yield) followed by treatment with ammonia to give ammonium dinitramide, ammonium nitrate, and regenerated starting compound.